Task: describe an organic reaction: reactants, conditions, products, and yield. Dataset: the Open Reaction Database (ORD), a public repository of structured organic reaction records Reactants: C(C)OCC (diethyl ether), Cl (HCl), CC1(CC(=O)OC(C1)=O)C (3,3-dimethylglutaric anhydride), C[O-].[Na+] (sodium methoxide), ice water. Run in CO (methanol). Yields the product COC(CC(CC(=O)O)(C)C)=O (3,3-dimethylpentanedioic acid monomethyl ester). The yield is 67.5%. Reaction SMILES: [CH3:1][C:2]1([CH3:10])[CH2:8][C:7](=[O:9])[O:6][C:4](=[O:5])[CH2:3]1.[CH3:11][O-:12].[Na+].C(OCC)C.Cl>CO>[CH3:11][O:12][C:7](=[O:9])[CH2:8][C:2]([CH3:10])([CH3:1])[CH2:3][C:4]([OH:6])=[O:5] |f:1.2|. Procedure details: Combine 3,3-dimethylglutaric anhydride (1.00 g, 7.03 mmol) and sodium methoxide (2.5 mL, 14.1 mmol, 30 wt % in methanol) in methanol (20 mL) and heat at reflux for 3 h. Cool the reaction to room temperature and pour into ice water (100 mL). Add diethyl ether (25 mL) and adjust the pH of the mixture to pH=2 with 2 N HCl (10 mL) and separate the layers. Extract the aqueous layer with diethyl ether (25 mL) and combine the organic layers, dry over sodium sulfate, filter and remove the solvent under ... The reactants are P(OC1=CC=CC=C1)(OC1=CC=CC=C1)OC1=CC=CC=C1 (triphenyl phosphite), COC(=O)C=1C=C(C(=NC1)N1C(CSCC1)C(=O)OCC)[N+](=O)[O-] (Ethyl 4-(5-(methoxycarbonyl)-3-nitropyridin-2-yl)thiomorpholine-3-carboxylate), [H][H] (hydrogen). Reagents/catalysts: [NH4+].[O-][V](=O)=O (ammonium metavanadate), [Pt] (Pt/C). Solvent: ClCCl (dichloromethane), ClCCl (dichloromethane). Run at time 16 hour. Yields the product O=C1C2N(C3=C(N1)C=C(C=N3)C(=O)OC)CCSC2 (methyl 6-oxo-5,6,6a,7,9,10-hexahydropyrido[3,2-e][1,4]thiazino[4,3-a]pyrazine-3-carboxylate). The yield is 95.8%. Reaction SMILES: [CH3:1][O:2][C:3]([C:5]1[CH:6]=[C:7]([N+:22]([O-])=O)[C:8]([N:11]2[CH2:16][CH2:15][S:14][CH2:13][CH:12]2[C:17](OCC)=[O:18])=[N:9][CH:10]=1)=[O:4].P(OC1C=CC=CC=1)(OC1C=CC=CC=1)OC1C=CC=CC=1.[H][H]>ClCCl.[NH4+].[O-][V](=O)=O.[Pt]>[O:18]=[C:17]1[NH:22][C:7]2[CH:6]=[C:5]([C:3]([O:2][CH3:1])=[O:4])[CH:10]=[N:9][C:8]=2[N:11]2[CH2:16][CH2:15][S:14][CH2:13][CH:12]12 |f:4.5|. Procedure: Ethyl 4-(5-(methoxycarbonyl)-3-nitropyridin-2-yl)thiomorpholine-3-carboxylate (600 mg g, 1.69 mmol) was dissolved in dichloromethane (5 mL). To the yellow solution was added ammonium metavanadate (10.0 mg, 0.085 mmol), triphenyl phosphite (aprox 10 ul, 0.032 mmol), and Pt/C (50 mg, 5% w/w). The reaction mixture was pressurized with hydrogen gas (110 psi) and stirred at room temperature for 16 h. The reaction was then depressurized and diluted with dichloromethane (20 mL) which was refluxed for 3... The reactants are ClC1=CC=C(C=C1)S(=O)(=O)N([C@@H](CCCS(=O)(=O)NC)C)C1=C(C=CC(=C1)Cl)Cl (4-chloro-N-[2,5-dichlorophenyl]-N-[4-[(methylamino)sulfonyl)-1(R)-methylbutyl]benzenesulfonamide), C(CCCC)S(=O)(=O)Cl (pentylsulfonyl chloride), N1CCCC1 (pyrrolidine). Yields the product ClC1=CC=C(C=C1)S(=O)(=O)N([C@@H](CCCS(=O)(=O)N1CCCC1)C)C1=C(C=CC(=C1)Cl)Cl (4-chloro-N-(2,5-dichlorophenyl]-N-[4-[(1-pyrrolidinyl)sulfonyl]-1(R)-methylbutyl]benzenesulfonamide). Yield: 61.0%. Reaction SMILES: [Cl:1][C:2]1[CH:7]=[CH:6][C:5]([S:8]([N:11]([C:22]2[CH:27]=[C:26]([Cl:28])[CH:25]=[CH:24][C:23]=2[Cl:29])[C@H:12]([CH3:21])[CH2:13][CH2:14][CH2:15][S:16]([NH:19][CH3:20])(=[O:18])=[O:17])(=[O:10])=[O:9])=[CH:4][CH:3]=1.[CH2:30](S(Cl)(=O)=O)[CH2:31][CH2:32]CC.N1CCCC1>>[Cl:1][C:2]1[CH:7]=[CH:6][C:5]([S:8]([N:11]([C:22]2[CH:27]=[C:26]([Cl:28])[CH:25]=[CH:24][C:23]=2[Cl:29])[C@H:12]([CH3:21])[CH2:13][CH2:14][CH2:15][S:16]([N:19]2[CH2:32][CH2:31][CH2:30][CH2:20]2)(=[O:17])=[O:18])(=[O:10])=[O:9])=[CH:4][CH:3]=1. Procedure details: 4-chloro-N-(2,5-dichlorophenyl]-N-[4-[(1-pyrrolidinyl)sulfonyl]-1(R)-methylbutyl]benzenesulfonamide was prepared analogous to 4-chloro-N-[2,5-dichlorophenyl]-N-[4-[(methylamino)sulfonyl)-1(R)-methylbutyl]benzenesulfonamide by reacting (4R)-4-[2,5-dichlorophenyl][4-chlorophenyl)sulfonyl]-amino]pentylsulfonyl chloride with pyrrolidine. Yield=61%; MS (ESI+), 539 (M+H)+. Reactants: FC1=C(C=CC=C1)C1=CC=C2C=CNC2=C1 (6-(2-fluorophenyl)-1H-indole), BrC=1C=C2C=CNC2=CC1 (5-bromo-1H-indole), C1=CC(=CC=C1O)C (p-cresol), CC(C(=O)NC1=CC(=CC=C1)C1CCNCC1)C (2-methyl-N-[3-(4-piperidinyl)phenyl]propanamide), CC1=CC=C(OC=2C=C3C=CNC3=CC2)C=C1 (5-(4-METHYLPHENOXY)-1H-INDOLE). Reaction SMILES: [F:1][C:2]1[CH:7]=[CH:6][CH:5]=[CH:4][C:3]=1[C:8]1[CH:16]=[C:15]2[C:11]([CH:12]=[CH:13][NH:14]2)=[CH:10][CH:9]=1.[CH3:17][CH:18]([CH3:34])[C:19]([NH:21][C:22]1[CH:27]=[CH:26][CH:25]=[C:24]([CH:28]2[CH2:33][CH2:32][NH:31][CH2:30][CH2:29]2)[CH:23]=1)=[O:20].[CH3:35]C1C=CC(OC2C=C3C(=CC=2)NC=C3)=CC=1.BrC1C=C2C(=CC=1)NC=C2.C1C(O)=CC=C(C)C=1>>[F:1][C:2]1[CH:7]=[CH:6][CH:5]=[CH:4][C:3]=1[C:8]1[CH:16]=[C:15]2[C:11]([C:12]([CH2:35][N:31]3[CH2:32][CH2:33][CH:28]([C:24]4[CH:23]=[C:22]([NH:21][C:19](=[O:20])[CH:18]([CH3:34])[CH3:17])[CH:27]=[CH:26][CH:25]=4)[CH2:29][CH2:30]3)=[CH:13][NH:14]2)=[CH:10][CH:9]=1. Procedure details: Prepared by Procedure D and Scheme N using 6-(2-fluorophenyl)-1H-indole and 2-methyl-N-[3-(4-piperidinyl)phenyl]propanamide: ESMS m/e: 470.2 (M+H)+. 5-(4-METHYLPHENOXY)-1H-INDOLE: Prepared by Procedure J and Scheme U using 5-bromo-1H-indole and p-cresol: ESMS m/e: 224.0 (M+H)+. Product: FC1=C(C=CC=C1)C1=CC=C2C(=CNC2=C1)CN1CCC(CC1)C=1C=C(C=CC1)NC(C(C)C)=O (N-[3-(1-{[6-(2-FLUOROPHENYL)-1H-INDOL-3-YL]METHYL}-4-PIPERIDINYL)PHENYL]-2-METHYLPROPANAMIDE).